This data is from the Open Reaction Database (ORD), a public repository of structured organic reaction records. The task is: describe an organic reaction: reactants, conditions, products, and yield The reactants are C(CC)(=O)NN (propionic acid hydrazide), C(C)(=O)NC1=CC=CC=2C(=NCC(NC21)=S)C2=CC=C(C=C2)C#N (9-acetylamino-1,3-dihydro-5-(p-cyanophenyl)-2H-1,4-benzodiazepine-2-thione). Run in C(C)O (ethanol). Conditions: temperature 250 celsius. Yields the product C(C)(=O)NC1=CC=CC=2C(=NCC=3N(C21)C(=NN3)CC)C3=CC=C(C=C3)C#N (10-(acetylamino)-1-ethyl-6-(p-cyanophenyl)-4H-s-triazolo[4,3-a][1,4]benzodiazepine). RXN SMILES: [C:1]([NH:4][C:5]1[C:15]2[NH:14][C:13](=S)[CH2:12][N:11]=[C:10]([C:17]3[CH:22]=[CH:21][C:20]([C:23]#[N:24])=[CH:19][CH:18]=3)[C:9]=2[CH:8]=[CH:7][CH:6]=1)(=[O:3])[CH3:2].[C:25]([NH:29][NH2:30])(=O)[CH2:26][CH3:27]>C(O)C>[C:1]([NH:4][C:5]1[C:15]2[N:14]3[C:25]([CH2:26][CH3:27])=[N:29][N:30]=[C:13]3[CH2:12][N:11]=[C:10]([C:17]3[CH:22]=[CH:21][C:20]([C:23]#[N:24])=[CH:19][CH:18]=3)[C:9]=2[CH:8]=[CH:7][CH:6]=1)(=[O:3])[CH3:2]. Procedure details: In the manner given in Example 2, 9-acetylamino-1,3-dihydro-5-(p-cyanophenyl)-2H-1,4-benzodiazepine-2-thione is heated in ethanol with propionic acid hydrazide and the resulting product heated to 250° C. to give 10-(acetylamino)-1-ethyl-6-(p-cyanophenyl)-4H-s-triazolo[4,3-a][1,4]benzodiazepine.